Dataset: the Open Reaction Database (ORD), a public repository of structured organic reaction records. Task: describe an organic reaction: reactants, conditions, products, and yield Reaction SMILES: [CH3:39][c:40]1[c:41]([NH2:42])[c:43]([CH3:44])[cH:45][cH:46][cH:47]1.[CH3:49][c:50]1[cH:51][cH:52][cH:53][c:54]([CH3:55])[c:56]1[NH2:57].[Cl:24][CH:25]([CH2:26][NH:27][c:29]1[cH:30][cH:31][cH:32][c:33]([C:34]([F:35])([F:36])[F:37])[cH:38]1)[CH3:28].[ClH:48].[F:1][C:2]([c:3]1[cH:4][c:5]([NH:9][CH2:10][CH:11]([CH3:12])[NH:13][c:14]2[c:15]([CH3:21])[cH:16][cH:17][cH:18][c:19]2[CH3:20])[cH:6][cH:7][cH:8]1)([F:22])[F:23]>>[F:1][C:2]([c:3]1[cH:4][c:5]([N:9]2[CH2:10][CH:11]([CH3:12])[N:13]([c:14]3[c:15]([CH3:21])[cH:16][cH:17][cH:18][c:19]3[CH3:20])[C:26]2=[NH:27])[cH:6][cH:7][cH:8]1)([F:22])[F:23]. Starting materials: Cc1cccc(C)c1N, Cc1cccc(C)c1N, CC(Cl)CNc1cccc(C(F)(F)F)c1, Cl, Cc1cccc(C)c1NC(C)CNc1cccc(C(F)(F)F)c1. Product: Cc1cccc(C)c1N1C(=N)N(c2cccc(C(F)(F)F)c2)CC1C. The reactants are COC1=C(C=CC(=C1)B1OC(C(O1)(C)C)(C)C)NC(OC(C)(C)C)=O (tert-butyl N-[2-methoxy-4-(4,4,5,5-tetramethyl-1,3,2-dioxaborolan-2-yl)phenyl]carbamate), NC1=C2C(=NC=N1)N(N=C2I)C2CCN(CC2)C(=O)OCC2=CC=CC=C2 (benzyl 4-(4-amino-3-iodo-1H-pyrazolo[3,4-d]pyrimidin-1-yl)-1-piperidinecarboxylate), COC1=C(C=CC(=C1)B1OC(C(O1)(C)C)(C)C)NC(OC(C)(C)C)=O (tert-butyl N-[2-methoxy-4-(4,4,5,5-tetramethyl-1,3,2-dioxaborolan-2-yl)phenyl]carbamate), C([O-])([O-])=O.[Na+].[Na+] (sodium carbonate). Reagents/catalysts: C=1C=CC(=CC1)[P](C=2C=CC=CC2)(C=3C=CC=CC3)[Pd]([P](C=4C=CC=CC4)(C=5C=CC=CC5)C=6C=CC=CC6)([P](C=7C=CC=CC7)(C=8C=CC=CC8)C=9C=CC=CC9)[P](C=1C=CC=CC1)(C=1C=CC=CC1)C=1C=CC=CC1 (tetrakis(triphenylphosphine)palladium), C=1C=CC(=CC1)[P](C=2C=CC=CC2)(C=3C=CC=CC3)[Pd]([P](C=4C=CC=CC4)(C=5C=CC=CC5)C=6C=CC=CC6)([P](C=7C=CC=CC7)(C=8C=CC=CC8)C=9C=CC=CC9)[P](C=1C=CC=CC1)(C=1C=CC=CC1)C=1C=CC=CC1 (tetrakis(triphenylphosphine)palladium). The solvent is COCCOC (ethylene glycol dimethyl ether), O (water). Run at temperature 75 celsius, time 16 hour. The product is NC1=C2C(=NC=N1)N(N=C2C2=CC(=C(C=C2)NC(=O)OC(C)(C)C)OC)C2CCN(CC2)C(=O)OCC2=CC=CC=C2 (benzyl 4-(4-amino-3-{4-[(tert-butoxycarbonyl)amino]-3-methoxyphenyl}-1H-pyrazolo[3,4-d]pyrimidin-1-yl)-1-piperidinecarboxylate). Isolated yield 95.9%. RXN SMILES: [NH2:1][C:2]1[N:7]=[CH:6][N:5]=[C:4]2[N:8]([CH:12]3[CH2:17][CH2:16][N:15]([C:18]([O:20][CH2:21][C:22]4[CH:27]=[CH:26][CH:25]=[CH:24][CH:23]=4)=[O:19])[CH2:14][CH2:13]3)[N:9]=[C:10](I)[C:3]=12.[CH3:28][O:29][C:30]1[CH:35]=[C:34](B2OC(C)(C)C(C)(C)O2)[CH:33]=[CH:32][C:31]=1[NH:45][C:46](=[O:52])[O:47][C:48]([CH3:51])([CH3:50])[CH3:49].C(=O)([O-])[O-].[Na+].[Na+]>COCCOC.O.C1C=CC([P]([Pd]([P](C2C=CC=CC=2)(C2C=CC=CC=2)C2C=CC=CC=2)([P](C2C=CC=CC=2)(C2C=CC=CC=2)C2C=CC=CC=2)[P](C2C=CC=CC=2)(C2C=CC=CC=2)C2C=CC=CC=2)(C2C=CC=CC=2)C2C=CC=CC=2)=CC=1>[NH2:1][C:2]1[N:7]=[CH:6][N:5]=[C:4]2[N:8]([CH:12]3[CH2:17][CH2:16][N:15]([C:18]([O:20][CH2:21][C:22]4[CH:27]=[CH:26][CH:25]=[CH:24][CH:23]=4)=[O:19])[CH2:14][CH2:13]3)[N:9]=[C:10]([C:34]3[CH:33]=[CH:32][C:31]([NH:45][C:46]([O:47][C:48]([CH3:49])([CH3:50])[CH3:51])=[O:52])=[C:30]([O:29][CH3:28])[CH:35]=3)[C:3]=12 |f:2.3.4,^1:69,71,90,109|. Procedure: A mixture of benzyl 4-(4-amino-3-iodo-1H-pyrazolo[3,4-d]pyrimidin-1-yl)-1-piperidinecarboxylate (7.0 g, 0.0146 mol), tert-butyl N-[2-methoxy-4-(4,4,5,5-tetramethyl-1,3,2-dioxaborolan-2-yl)phenyl]carbamate (6.15 g, 0.0176 mol), tetrakis(triphenylphosphine)palladium (1.0 g, 0.000876 mol) and sodium carbonate (3.9 g, 0.0365 mol) in ethylene glycol dimethyl ether (170 mL) and water (70 mL) was heated at 75° C. for 16 hours under an atmosphere of nitrogen. After addition of tert-butyl N-[2-methoxy-4-... Starting materials: ClC1=CC(=C(C=C1C1=C(C=CC=C1)C(F)(F)F)OC)C(=O)C=1C=C(N2C1CNC1=C(C2)C=CC=C1)C(=O)O ([6-chloro-3-methoxy-2′-(trifluoromethyl)[1,1′-biphenyl]-4-yl]carbonyl-10,11-dihydro-5H-pyrrolo[2,1-c][1,4]benzodiazepine-3-carboxylic acid), CNCC=1C=NC=CC1 (3-(methylaminomethyl)pyridine), ON1N=NC2=C1C=CC=C2 (1-hydroxybenzotriazole), Cl.CN(CCCN=C=NCC)C (1-[3-(dimethylamino)propyl]-3-ethylcarbodiimide hydrochloride), C(C)(C)N(C(C)C)CC (N,N-diisopropylethyl amine), CN(C=O)C (N,N-dimethylformamide). Solvent: C(Cl)(Cl)Cl (chloroform). Run at time 8 hour. The product is ClC1=CC(=C(C=C1C1=C(C=CC=C1)C(F)(F)F)OC)C(=O)N1CC=2N(CC3=C1C=CC=C3)C(=CC2)C(=O)N(CC=2C=NC=CC2)C (10-{[6-Chloro-3-methoxy-2′-trifluoromethyl-[1,1′-biphenyl]-4-yl]carbonyl}-N-methyl-N-(pyridin-3-ylmethyl)-10,11-dihydro-5H-pyrrolo[2,1-c][1,4]benzodiazepine-3-carboxamide). RXN SMILES: [Cl:1][C:2]1[C:7]([C:8]2[CH:13]=[CH:12][CH:11]=[CH:10][C:9]=2[C:14]([F:17])([F:16])[F:15])=[CH:6][C:5]([O:18][CH3:19])=[C:4]([C:20](C2C=C(C(O)=O)N3CC4C=CC=CC=4NCC=23)=[O:21])[CH:3]=1.[CH3:39][NH:40][CH2:41][C:42]1[CH:43]=[N:44][CH:45]=[CH:46][CH:47]=1.O[N:49]1[C:53]2[CH:54]=[CH:55][CH:56]=[CH:57][C:52]=2N=N1.Cl.CN(C)CCCN=C=NCC.[CH:70]([N:73]([CH2:77]C)[CH:74]([CH3:76])[CH3:75])([CH3:72])[CH3:71].CN(C)C=[O:82]>C(Cl)(Cl)Cl>[Cl:1][C:2]1[C:7]([C:8]2[CH:13]=[CH:12][CH:11]=[CH:10][C:9]=2[C:14]([F:17])([F:16])[F:15])=[CH:6][C:5]([O:18][CH3:19])=[C:4]([C:20]([N:49]2[C:53]3[CH:54]=[CH:55][CH:56]=[CH:57][C:52]=3[CH2:77][N:73]3[C:70]([C:71]([N:40]([CH3:39])[CH2:41][C:42]4[CH:43]=[N:44][CH:45]=[CH:46][CH:47]=4)=[O:82])=[CH:72][CH:75]=[C:74]3[CH2:76]2)=[O:21])[CH:3]=1 |f:3.4|. Reported procedure: To a stirred solution of the 10-{[6-chloro-3-methoxy-2′-(trifluoromethyl)[1,1′-biphenyl]-4-yl]carbonyl-10,11-dihydro-5H-pyrrolo[2,1-c][1,4]benzodiazepine-3-carboxylic acid of Step D (0.250 g, 0.46 mmol) in N,N-dimethylformamide (2 mL) was added 3-(methylaminomethyl)pyridine (0.068 g, 0.55 mmol), 1-hydroxybenzotriazole (0.069 g, 0.51 mmol), 1-[3-(dimethylamino)propyl]-3-ethylcarbodiimide hydrochloride (0.087 g, 0.51 mmol), and N,N-diisopropylethyl amine (0.090 g, 0.69 mmol). After stirring overni...